From a dataset of the Open Reaction Database (ORD), a public repository of structured organic reaction records. describe an organic reaction: reactants, conditions, products, and yield Reactants: O=C([O-])O, Cc1cnc(N(C(=O)[O-])C(C)(C)C)cc1C(c1cc(F)ccc1F)S(=O)(=O)c1ccc(Cl)cc1, CCO, CCOC(C)=O, Cl, [Na+]. Product: Cc1cnc(N)cc1C(c1cc(F)ccc1F)S(=O)(=O)c1ccc(Cl)cc1. Reaction SMILES: [C:39](=[O:40])([OH:41])[O-:42].[C:4]([N:8]([C:5](=[O:6])[O-:7])[c:12]1[n:13][cH:14][c:15]([CH3:37])[c:16]([CH:18]([c:19]2[c:20]([F:26])[cH:21][cH:22][c:23]([F:25])[cH:24]2)[S:27](=[O:28])(=[O:29])[c:30]2[cH:31][cH:32][c:33]([Cl:36])[cH:34][cH:35]2)[cH:17]1)([CH3:9])([CH3:10])[CH3:11].[CH3:1][CH2:2][OH:3].[CH3:44][CH2:45][O:46][C:47](=[O:48])[CH3:49].[ClH:38].[Na+:43]>>[NH2:8][c:12]1[n:13][cH:14][c:15]([CH3:37])[c:16]([CH:18]([c:19]2[c:20]([F:26])[cH:21][cH:22][c:23]([F:25])[cH:24]2)[S:27](=[O:28])(=[O:29])[c:30]2[cH:31][cH:32][c:33]([Cl:36])[cH:34][cH:35]2)[cH:17]1. The product is ClCCCSc1cccs1. Reactants: ClCCCBr, O=C([O-])[O-], CN(C)C=O, CCOC(C)=O, [K+], [K+], O, Sc1cccs1. As a reaction SMILES: [Br:1][CH2:2][CH2:3][CH2:4][Cl:5].[C:12](=[O:13])([O-:14])[O-:15].[CH3:18][N:19]([CH3:20])[CH:21]=[O:22].[CH3:24][CH2:25][O:26][C:27](=[O:28])[CH3:29].[K+:16].[K+:17].[OH2:23].[s:6]1[c:7]([SH:11])[cH:8][cH:9][cH:10]1>>[CH2:2]([CH2:3][CH2:4][Cl:5])[S:11][c:7]1[s:6][cH:10][cH:9][cH:8]1. Reactants: C(C)OC(=O)C=1C(NC2=CC=C(C=C2C1C1=CC=CC=C1)Cl)=O (6-chloro-2-oxo-4-phenyl-1,2-dihydro-quinoline-3-carboxylic acid ethyl ester), Cl (HCl), O1CCOCC1 (dioxane). Solvent: O (water). Product: CC1=NOC(=C1)C=1C(NC2=CC=C(C=C2C1C1=CC=CC=C1)C=O)=O (3-(3-Methyl-isoxazol-5-yl)-2-oxo-4-phenyl-1,2-dihydroquinoline-6-carboxaldehyde). Yield: 78.0%. Reaction SMILES: C(O[C:4]([C:6]1[C:7](=[O:23])[NH:8][C:9]2[C:14]([C:15]=1[C:16]1[CH:21]=[CH:20][CH:19]=[CH:18][CH:17]=1)=[CH:13][C:12](Cl)=[CH:11][CH:10]=2)=[O:5])C.Cl.[O:25]1[CH2:30]COCC1>O>[CH3:14][C:9]1[CH:10]=[C:4]([C:6]2[C:7](=[O:23])[NH:8][C:9]3[C:14]([C:15]=2[C:16]2[CH:17]=[CH:18][CH:19]=[CH:20][CH:21]=2)=[CH:13][C:12]([CH:30]=[O:25])=[CH:11][CH:10]=3)[O:5][N:8]=1. Reported procedure: A mixture of 6-chloro-2-oxo-4-phenyl-1,2-dihydro-quinoline-3-carboxylic acid ethyl ester (200 mg, 0.61 mmol), 10% HCl (1 mL) and dioxane (3 mL) was heated to reflux for 48 h. After cooling, water was added and the resulting precipitate was collected by filtration, washed with water and dried to afford 6-chloro-2-oxo-4-phenyl-1,2-dihydro-quinoline-3-carboxylic acid (a) (143 mg, 78%). MS: 300.5 (M+H). Reactants: COC1=C(C=CC(=C1)[N+](=O)[O-])C=1SC=CC1 (2-(2-methoxy-4-nitrophenyl)thiophene), C(C)(=O)O (acetic acid). The reagents and catalysts are [Fe] (iron). Solvent: O (water). The product is COC=1C=C(N)C=CC1C=1SC=CC1 (3-methoxy-4-(thien-2-yl)aniline). The yield is 86.1%. Reaction SMILES: [CH3:1][O:2][C:3]1[CH:8]=[C:7]([N+:9]([O-])=O)[CH:6]=[CH:5][C:4]=1[C:12]1[S:13][CH:14]=[CH:15][CH:16]=1.C(O)(=O)C>O.[Fe]>[CH3:1][O:2][C:3]1[CH:8]=[C:7]([CH:6]=[CH:5][C:4]=1[C:12]1[S:13][CH:14]=[CH:15][CH:16]=1)[NH2:9]. Reported procedure: In a manner similar to Example 1, Step B, the reaction of 6.6 g (0.03 mole) of 2-(2-methoxy-4-nitrophenyl)thiophene, 13.65 g (0.24 mole) of iron powder and 25.2 g (0.42 mole) of glacial acetic acid in 36 ml of water produced 5.3 g of 3-methoxy-4-(thien-2-yl)aniline. Starting materials: S(=O)(Cl)Cl (thionyl chloride), C(C)OC(=O)NN=C(C)C1=C(C=CC=C1)C (N′-(1-o-tolyl-ethylidene)-hydrazinecarboxylic acid ethyl ester). Reaction conditions: temperature 60 celsius. Yields the product C1(=C(C=CC=C1)C=1N=NSC1)C (4-o-tolyl-[1,2,3]thiadiazole). As a reaction SMILES: [S:1](Cl)(Cl)=O.C(OC([NH:10][N:11]=[C:12]([C:14]1[CH:19]=[CH:18][CH:17]=[CH:16][C:15]=1[CH3:20])[CH3:13])=O)C>>[C:15]1([CH3:20])[CH:16]=[CH:17][CH:18]=[CH:19][C:14]=1[C:12]1[N:11]=[N:10][S:1][CH:13]=1. Procedure: To thionyl chloride (1 ml), cooled to 0° C. was added N′-(1-o-tolyl-ethylidene)-hydrazinecarboxylic acid ethyl ester. The reaction mixture was heated to 60° C. for 1 h. Solvent evaporation gave 4-o-tolyl-[1,2,3]thiadiazole; 1H NMR (CDCl3, 400 MHz) δ8.51 (s, 1H), 7.65 (d, 1H, J=7.3 Hz), 7.36 (m, 3H), 2.46 (s, 3H). The reactants are CCO, CC(=O)O, [Na+], [OH-], CCOC(=O)c1cn(CC)c2nc(N3CCN(CCO)CC3)ncc2c1=O. Yields the product CCn1cc(C(=O)O)c(=O)c2cnc(N3CCN(CCO)CC3)nc21. RXN SMILES: [CH3:30][CH2:31][OH:32].[CH3:33][C:34](=[O:35])[OH:36].[Na+:29].[OH-:28].[OH:1][CH2:2][CH2:3][N:4]1[CH2:5][CH2:6][N:7]([c:10]2[n:11][cH:12][c:13]3[c:14]([n:15]2)[n:16]([CH2:26][CH3:27])[cH:17][c:18]([C:21](=[O:22])[O:23][CH2:24][CH3:25])[c:19]3=[O:20])[CH2:8][CH2:9]1>>[OH:1][CH2:2][CH2:3][N:4]1[CH2:5][CH2:6][N:7]([c:10]2[n:11][cH:12][c:13]3[c:14]([n:15]2)[n:16]([CH2:26][CH3:27])[cH:17][c:18]([C:21](=[O:22])[OH:23])[c:19]3=[O:20])[CH2:8][CH2:9]1. Reactants: C1(=CC(=CC=C1)N1CC=2C(=C(C(=NC2C(C1)(C)C)C(C)C)C(C(=O)OC)OC(C)(C)C)C1=CC=C(C=C1)F)C1=CC=CC=C1 (methyl 2-(6-([1,1′-biphenyl]-3-yl)-4-(4-fluorophenyl)-2-isopropyl-8,8-dimethyl-5,6,7,8-tetrahydro-1,6-naphthyridin-3-yl)-2-(tert-butoxy)acetate), C1(=CC(=CC=C1)N1CC=2C(=C(C(=NC2C(C1)(C)C)C(C)C)C(C(=O)OC)OC(C)(C)C)C1=CC=C(C=C1)F)C1=CC=CC=C1 (methyl 2-(6-([1,1′-biphenyl]-3-yl)-4-(4-fluorophenyl)-2-isopropyl-8,8-dimethyl-5,6,7,8-tetrahydro-1,6-naphthyridin-3-yl)-2-(tert-butoxy)acetate), O.[OH-].[Li+] (lithium hydroxide monohydrate), [OH-].[Na+] (NaOH). Conditions: temperature 70 celsius, time 16 hour. Product: C1(=CC(=CC=C1)N1CC=2C(=C(C(=NC2C(C1)(C)C)C(C)C)C(C(=O)O)OC(C)(C)C)C1=CC=C(C=C1)F)C1=CC=CC=C1 (2-(6-([1,1′-biphenyl]-3-yl)-4-(4-fluorophenyl)-2-isopropyl-8,8-dimethyl-5,6,7,8-tetrahydro-1,6-naphthyridin-3-yl)-2-(tert-butoxy)acetic acid). Yield: 42.5%. RXN SMILES: [C:1]1([C:39]2[CH:44]=[CH:43][CH:42]=[CH:41][CH:40]=2)[CH:6]=[CH:5][CH:4]=[C:3]([N:7]2[CH2:16][C:15]([CH3:18])([CH3:17])[C:14]3[N:13]=[C:12]([CH:19]([CH3:21])[CH3:20])[C:11]([CH:22]([O:27][C:28]([CH3:31])([CH3:30])[CH3:29])[C:23]([O:25]C)=[O:24])=[C:10]([C:32]4[CH:37]=[CH:36][C:35]([F:38])=[CH:34][CH:33]=4)[C:9]=3[CH2:8]2)[CH:2]=1.O.[OH-].[Li+].[OH-].[Na+]>>[C:1]1([C:39]2[CH:44]=[CH:43][CH:42]=[CH:41][CH:40]=2)[CH:6]=[CH:5][CH:4]=[C:3]([N:7]2[CH2:16][C:15]([CH3:18])([CH3:17])[C:14]3[N:13]=[C:12]([CH:19]([CH3:21])[CH3:20])[C:11]([CH:22]([O:27][C:28]([CH3:30])([CH3:31])[CH3:29])[C:23]([OH:25])=[O:24])=[C:10]([C:32]4[CH:37]=[CH:36][C:35]([F:38])=[CH:34][CH:33]=4)[C:9]=3[CH2:8]2)[CH:2]=1 |f:1.2.3,4.5|. Procedure details: A mixture of methyl 2-(6-([1,1′-biphenyl]-3-yl)-4-(4-fluorophenyl)-2-isopropyl-8,8-dimethyl-5,6,7,8-tetrahydro-1,6-naphthyridin-3-yl)-2-(tert-butoxy)acetate (intermediate 8) (10 mg, 0.017 mmol), lithium hydroxide monohydrate (2.12 mg, 0.05 mmol) and 1N NaOH (0.17 mL) were stirred at 70° C. for 16 h. The mixture was then filtered and purified by preparative HPLC (10% CH3CN/90% H2O/0.1% CF3CO2H, Xterra 19×100 mm, C18, 5 μm column) to give 2-(6-([1,1′-biphenyl]-3-yl)-4-(4-fluorophenyl)-2-isopropyl-...